From a dataset of the Open Reaction Database (ORD), a public repository of structured organic reaction records. describe an organic reaction: reactants, conditions, products, and yield Starting materials: C1CCOC1, COC(=O)Cc1ccc(OC)c(-c2ccc(C(F)(F)F)cc2CN)c1, CO, Cl, [Na+], [OH-]. The product is COc1ccc(CC(=O)O)cc1-c1ccc(C(F)(F)F)cc1CN. As a reaction SMILES: [CH2:29]1[O:30][CH2:31][CH2:32][CH2:33]1.[CH3:1][O:2][C:3]([CH2:4][c:5]1[cH:6][c:7](-[c:13]2[c:14]([CH2:23][NH2:24])[cH:15][c:16]([C:19]([F:20])([F:21])[F:22])[cH:17][cH:18]2)[c:8]([O:11][CH3:12])[cH:9][cH:10]1)=[O:25].[CH3:34][OH:35].[ClH:28].[Na+:27].[OH-:26]>>[O:2]=[C:3]([CH2:4][c:5]1[cH:6][c:7](-[c:13]2[c:14]([CH2:23][NH2:24])[cH:15][c:16]([C:19]([F:20])([F:21])[F:22])[cH:17][cH:18]2)[c:8]([O:11][CH3:12])[cH:9][cH:10]1)[OH:25]. The reactants are Br.NC1=NC=2C=CC=NC2C2=C1N=C(N2CC(C)(O)C)COCC (1-(4-amino-2-ethoxymethyl-1H-imidazo[4,5-c][1,5]naphthyridin-1-yl)-2-methylpropan-2-ol hydrobromide), [OH-].[Na+] (sodium hydroxide), B(Br)(Br)Br (boron tribromide), Cl (hydrochloric acid). The solvent is ClCCl (dichloromethane), ClCCl (dichloromethane), CO (Methanol). Conditions: time 16 hour. Yields the product NC1=NC=2C=CC=NC2C2=C1N=C(N2CC(C)(O)C)CO (1-(4-amino-2-hydroxymethyl-1H-imidazo[4,5-c][1,5]naphthyridin-1-yl)-2-methylpropan-2-ol). The yield is 48.7%. As a reaction SMILES: B(Br)(Br)Br.Br.[NH2:6][C:7]1[C:16]2[N:17]=[C:18]([CH2:25][O:26]CC)[N:19]([CH2:20][C:21]([CH3:24])([OH:23])[CH3:22])[C:15]=2[C:14]2[N:13]=[CH:12][CH:11]=[CH:10][C:9]=2[N:8]=1.Cl.[OH-].[Na+]>ClCCl.CO>[NH2:6][C:7]1[C:16]2[N:17]=[C:18]([CH2:25][OH:26])[N:19]([CH2:20][C:21]([CH3:22])([OH:23])[CH3:24])[C:15]=2[C:14]2[N:13]=[CH:12][CH:11]=[CH:10][C:9]=2[N:8]=1 |f:1.2,4.5|. Procedure: A solution of boron tribromide in dichloromethane (11.8 mL of 1 M) was added to a chilled (0° C.) suspension of 1-(4-amino-2-ethoxymethyl-1H-imidazo[4,5-c][1,5]naphthyridin-1-yl)-2-methylpropan-2-ol hydrobromide (1.24 g, 3.93 mmol) in dichloromethane (30 mL). The reaction mixture was allowed to come to ambient temperature with stirring for 16 hours. Methanol (15 mL) and hydrochloric acid (10 mL of 6 N) were added and the reaction mixture was heated at reflux for 2.5 hours. The reaction mixture w... Reactants: ClC1=C(C=C(C=C1N1C(CNCC1)=O)C#N)NC1=NN2C(C(=N1)N(CC1=CC=C(C=C1)OC)C1CC1)=NC=C2C#N (2-((2-chloro-5-cyano-3-(2-oxopiperazin-1-yl)phenyl)amino)-4-(cyclopropyl(4-methoxybenzyl)amino)imidazo[2,1-f][1,2,4]triazine-7-carbonitrile), CC1OC1 (2-methyloxirane), C(=O)(C(F)(F)F)O (TFA). Reagents/catalysts: C1(=CC=CC=C1)OC (anisole). The solvent is C(C)O (Ethanol), C1CCOC1 (THF), ClC(C)Cl (dichloroethane). Conditions: temperature 80 celsius, time 10 minute. Yields the product ClC1=C(C=C(C=C1N1C(CN(CC1)CC(C)O)=O)C#N)NC1=NN2C(C(=N1)NC1CC1)=NC=C2C#N ((+/−)-2-((2-chloro-5-cyano-3-(4-(2-hydroxypropyl)-2-oxopiperazin-1-yl)phenyl)amino)-4-(cyclopropylamino)imidazo[2,1-f][1,2,4]triazine-7-carbonitrile). The yield is 28.9%. As a reaction SMILES: [Cl:1][C:2]1[C:7]([N:8]2[CH2:13][CH2:12][NH:11][CH2:10][C:9]2=[O:14])=[CH:6][C:5]([C:15]#[N:16])=[CH:4][C:3]=1[NH:17][C:18]1[N:23]=[C:22]([N:24]([CH:34]2[CH2:36][CH2:35]2)CC2C=CC(OC)=CC=2)[C:21]2=[N:37][CH:38]=[C:39]([C:40]#[N:41])[N:20]2[N:19]=1.[CH3:42][CH:43]1[CH2:45][O:44]1.C(O)(C(F)(F)F)=O>C(O)C.C1COCC1.ClC(Cl)C.C1(OC)C=CC=CC=1>[Cl:1][C:2]1[C:7]([N:8]2[CH2:13][CH2:12][N:11]([CH2:42][CH:43]([OH:44])[CH3:45])[CH2:10][C:9]2=[O:14])=[CH:6][C:5]([C:15]#[N:16])=[CH:4][C:3]=1[NH:17][C:18]1[N:23]=[C:22]([NH:24][CH:34]2[CH2:36][CH2:35]2)[C:21]2=[N:37][CH:38]=[C:39]([C:40]#[N:41])[N:20]2[N:19]=1. Reported procedure: A suspension of 2-((2-chloro-5-cyano-3-(2-oxopiperazin-1-yl)phenyl)amino)-4-(cyclopropyl(4-methoxybenzyl)amino)imidazo[2,1-f][1,2,4]triazine-7-carbonitrile (16 mg, 0.028 mmol) and 2-methyloxirane (8.17 mg, 0.141 mmol) in Ethanol (0.8 mL) and THF (0.2 mL) in a sealed 1-dram vial was heated at 80° C. for 6 h. LC-MS indicated completion. After concentration, purification via flash chromatography (0-10% MeOH in DCM, 12 g) gave 20 mg of the PMB protected product. This was dissolved in 1 mL of dichlor... The reactants are NC=1SC2=NC(=CC=C2N1)N(C=1C=CC(=C(C1)NC(C(F)(F)F)=O)F)C (N-{5-[(2-amino[1,3]thiazolo[5,4-b]pyridin-5-yl)(methyl)amino]-2-fluorophenyl}-2,2,2-trifluoroacetamide), C1(CC1)C(=O)Cl (cyclopropanecarbonyl chloride). Run in N1=CC=CC=C1 (pyridine). Conditions: time 1 hour. Yields the product FC1=C(C=C(C=C1)N(C1=CC=C2C(=N1)SC(=N2)NC(=O)C2CC2)C)NC(C(F)(F)F)=O (N-{5-[{4-fluoro-3-[(trifluoroacetyl)amino]phenyl}(methyl)amino][1,3]thiazolo[5,4-b]pyridin-2-yl}cyclopropanecarboxamide). The yield is 55.1%. As a reaction SMILES: [NH2:1][C:2]1[S:3][C:4]2[C:9]([N:10]=1)=[CH:8][CH:7]=[C:6]([N:11]([CH3:26])[C:12]1[CH:13]=[CH:14][C:15]([F:25])=[C:16]([NH:18][C:19](=[O:24])[C:20]([F:23])([F:22])[F:21])[CH:17]=1)[N:5]=2.[CH:27]1([C:30](Cl)=[O:31])[CH2:29][CH2:28]1>N1C=CC=CC=1>[F:25][C:15]1[CH:14]=[CH:13][C:12]([N:11]([CH3:26])[C:6]2[N:5]=[C:4]3[S:3][C:2]([NH:1][C:30]([CH:27]4[CH2:29][CH2:28]4)=[O:31])=[N:10][C:9]3=[CH:8][CH:7]=2)=[CH:17][C:16]=1[NH:18][C:19](=[O:24])[C:20]([F:22])([F:21])[F:23]. Reported procedure: To a solution of N-{5-[(2-amino[1,3]thiazolo[5,4-b]pyridin-5-yl)(methyl)amino]-2-fluorophenyl}-2,2,2-trifluoroacetamide (385 mg, 1.00 mmol) in pyridine (10 mL) was added cyclopropanecarbonyl chloride (144 μL, 1.60 mmol) at 4° C., and the mixture was stirred at room temperature for 1 hr. The reaction mixture was concentrated under reduced pressure, and the residue was suspended in ethyl acetate (10 mL). The obtained suspension was washed with saturated aqueous sodium hydrogen carbonate solution (... Starting materials: CC1=C(C=CC=C1[N+](=O)[O-])CC(=O)O (2-methyl-3-nitro phenyl acetic acid), C(CC)NCCC (Di-n-propyl amine), S(=O)(Cl)Cl (thionyl chloride), CC1=C(C=CC=C1[N+](=O)[O-])CC(=O)Cl (2-Methyl-3-nitro-phenylacetyl chloride). Product: CC1=C(C=CC=C1[N+](=O)[O-])CC(=O)N(CCC)CCC (2-Methyl-3-nitro phenyl-N,N-di-n-propyl acetamide). As a reaction SMILES: [CH3:1][C:2]1[C:7]([N+:8]([O-:10])=[O:9])=[CH:6][CH:5]=[CH:4][C:3]=1[CH2:11][C:12]([OH:14])=O.S(Cl)(Cl)=O.CC1C([N+]([O-])=O)=CC=CC=1CC(Cl)=O.[CH2:33]([NH:36][CH2:37][CH2:38][CH3:39])[CH2:34][CH3:35]>>[CH3:1][C:2]1[C:7]([N+:8]([O-:10])=[O:9])=[CH:6][CH:5]=[CH:4][C:3]=1[CH2:11][C:12]([N:36]([CH2:37][CH2:38][CH3:39])[CH2:33][CH2:34][CH3:35])=[O:14]. Procedure details: The process as shown above comprises conversion of 2-methyl-3-nitro phenyl acetic acid (II) with thionyl chloride to 2-Methyl-3-nitro-phenylacetyl chloride (III), which upon reaction with Di-n-propyl amine (DPA) gives 2-Methyl-3-nitro phenyl-N,N-di-n-propyl acetamide (IV) in syrup form. This intermediate (IV) is further reduced with Borane/THF and subsequent treatment with HCl/NaOH to give 2-Methyl-3-nitro phenyl ethyl-N,N-di-n-propyl amine (V). Further, compound (V) is treated with Na metal, Et... The reactants are CCOc1cc(Cc2cnc(N)nc2N)cc2c1ccn2COCC[Si](C)(C)C, CCOc1cc(C=O)cc2c1ccn2COCC[Si](C)(C)C, CC(C)(C)O, CS(C)=O, CCO, Cl, N=C(N)N, N#CCCNc1ccccc1, O. Product: CCOc1cc(Cc2cnc(N)nc2N)cc2[nH]ccc12. RXN SMILES: [CH2:1]([CH3:2])[O:3][c:4]1[c:5]2[cH:6][cH:7][n:8]([CH2:22][O:23][CH2:24][CH2:25][Si:26]([CH3:27])([CH3:28])[CH3:29])[c:9]2[cH:10][c:11]([CH2:13][c:14]2[c:15]([NH2:21])[n:16][c:17]([NH2:20])[n:18][cH:19]2)[cH:12]1.[CH2:30]([O:31][c:32]1[cH:33][c:34]([CH:35]=[O:36])[cH:37][c:38]2[c:39]1[cH:40][cH:41][n:42]2[CH2:43][O:44][CH2:45][CH2:46][Si:47]([CH3:48])([CH3:49])[CH3:50])[CH3:51].[CH3:68][C:69]([OH:70])([CH3:71])[CH3:72].[CH3:73][S:74]([CH3:75])=[O:76].[CH3:77][CH2:78][OH:79].[ClH:63].[NH2:64][C:65]([NH2:66])=[NH:67].[NH:52]([CH2:53][CH2:54][C:55]#[N:56])[c:57]1[cH:58][cH:59][cH:60][cH:61][cH:62]1.[OH2:80]>>[CH2:1]([CH3:2])[O:3][c:4]1[c:5]2[cH:6][cH:7][nH:8][c:9]2[cH:10][c:11]([CH2:13][c:14]2[c:15]([NH2:21])[n:16][c:17]([NH2:20])[n:18][cH:19]2)[cH:12]1. Solvent: O1CCOCC1 (dioxane). RXN SMILES: Cl[C:2]1[C:3]2[N:4]([C:8]([C@H:11]3[CH2:16][CH2:15][C@H:14]([N:17]4[CH2:22][CH2:21][N:20]([C:23]([O:25][CH2:26][C:27]5[CH:32]=[CH:31][CH:30]=[CH:29][CH:28]=5)=[O:24])[CH2:19][CH2:18]4)[CH2:13][CH2:12]3)=[N:9][CH:10]=2)[CH:5]=[CH:6][N:7]=1.[C:33](=O)([O-])[O-].[K+].[K+].CB1OB(C)OB(C)O1.ClCCl>O1CCOCC1.[Pd](Cl)Cl.C1(P(C2C=CC=CC=2)[C-]2C=CC=C2)C=CC=CC=1.[C-]1(P(C2C=CC=CC=2)C2C=CC=CC=2)C=CC=C1.[Fe+2]>[CH3:33][C:2]1[C:3]2[N:4]([C:8]([C@H:11]3[CH2:12][CH2:13][C@H:14]([N:17]4[CH2:22][CH2:21][N:20]([C:23]([O:25][CH2:26][C:27]5[CH:28]=[CH:29][CH:30]=[CH:31][CH:32]=5)=[O:24])[CH2:19][CH2:18]4)[CH2:15][CH2:16]3)=[N:9][CH:10]=2)[CH:5]=[CH:6][N:7]=1 |f:1.2.3,7.8.9.10|. Product: CC=1C=2N(C=CN1)C(=NC2)[C@@H]2CC[C@H](CC2)N2CCN(CC2)C(=O)OCC2=CC=CC=C2 (benzyl trans-4-(4-(8-methylimidazo[1,5-a]pyrazin-3-yl)cyclohexyl)piperazine-1-carboxylate). Procedure details: To benzyl trans-4-(4-(8-chloroimidazo[1,5-a]pyrazin-3-yl)cyclohexyl)piperazine-1-carboxylate (0.66 mmol, 300 mg) and potassium carbonate (0.991 mmol, 137 mg) in dioxane (2 ml). was added trimethylboroxine (1.982 mmol, 0.559 ml, 50 wt % solution in tetrahydrofuran) and nitrogen was bubbled through the suspension for a couple of minutes. Then 1,1′-bis(diphenylphosphino)ferrocene palladium (II) chloride, complex with dichloromethane (0.066 mmol, 53.4 mg) was added and the reaction was stirred at 10... Conditions: temperature 100 celsius. Reagents/catalysts: [Pd](Cl)Cl.C1(=CC=CC=C1)P([C-]1C=CC=C1)C1=CC=CC=C1.[C-]1(C=CC=C1)P(C1=CC=CC=C1)C1=CC=CC=C1.[Fe+2] (1,1′-bis(diphenylphosphino)ferrocene palladium (II) chloride). Isolated yield 78.3%. Reactants: ClC=1C=2N(C=CN1)C(=NC2)[C@@H]2CC[C@H](CC2)N2CCN(CC2)C(=O)OCC2=CC=CC=C2 (benzyl trans-4-(4-(8-chloroimidazo[1,5-a]pyrazin-3-yl)cyclohexyl)piperazine-1-carboxylate), ClCCl (dichloromethane), C([O-])([O-])=O.[K+].[K+] (potassium carbonate), CB1OB(OB(O1)C)C (trimethylboroxine).